The task is: describe an organic reaction: reactants, conditions, products, and yield. This data is from the Open Reaction Database (ORD), a public repository of structured organic reaction records. The reactants are C(C)(=O)Cl (Acetyl chloride), Cl.CN1N=CC(=C1)C=1C=C(C=CC1)C1=NC=C(C=N1)C=1C=NN(C1)C1CCNCC1 (2-[3-(1-Methyl-1H-pyrazol-4-yl)-phenyl]-5-(1-piperidin-4-yl-1H-pyrazol-4-yl)-pyrimidine hydrochloride), TEA. Run in CN(C)C=O (DMF), C(Cl)Cl (DCM). Run at time 2 hour. Product: CN1N=CC(=C1)C=1C=C(C=CC1)C1=NC=C(C=N1)C=1C=NN(C1)C1CCN(CC1)C(C)=O (1-[4-(4-{2-[3-(1-Methyl-1H-pyrazol-4-yl)-phenyl]-pyrimidin-5-yl}-pyrazol-1-yl)-piperidin-1-yl]-ethanone). Isolated yield 55.8%. RXN SMILES: [C:1](Cl)(=[O:3])[CH3:2].Cl.[CH3:6][N:7]1[CH:11]=[C:10]([C:12]2[CH:13]=[C:14]([C:18]3[N:23]=[CH:22][C:21]([C:24]4[CH:25]=[N:26][N:27]([CH:29]5[CH2:34][CH2:33][NH:32][CH2:31][CH2:30]5)[CH:28]=4)=[CH:20][N:19]=3)[CH:15]=[CH:16][CH:17]=2)[CH:9]=[N:8]1>CN(C=O)C.C(Cl)Cl>[CH3:6][N:7]1[CH:11]=[C:10]([C:12]2[CH:13]=[C:14]([C:18]3[N:19]=[CH:20][C:21]([C:24]4[CH:25]=[N:26][N:27]([CH:29]5[CH2:34][CH2:33][N:32]([C:1](=[O:3])[CH3:2])[CH2:31][CH2:30]5)[CH:28]=4)=[CH:22][N:23]=3)[CH:15]=[CH:16][CH:17]=2)[CH:9]=[N:8]1 |f:1.2|. Procedure details: Acetyl chloride (222 μl; 3.1 mmol; 2.0 eq.) was added to a solution of 2-[3-(1-Methyl-1H-pyrazol-4-yl)-phenyl]-5-(1-piperidin-4-yl-1H-pyrazol-4-yl)-pyrimidine hydrochloride (example 1, 655 mg; 1.55 mmol; 1.0 eq.) and TEA (503 μl; 3.88 mmol; 2.5 eq.) in dry DMF (12 mL) and the reaction mixture was stirred at RT and under nitrogen for 2 h. The reaction mixture was diluted with DCM and washed with water. Organic phase was washed with brine, dried over magnesium sulfate, filtered and concentrated. P... Reactants: [BH4-], CCO, CC(C)c1nc(-c2ccc(C(F)(F)F)cc2)sc1C(C)C=O, [Na+]. The product is CC(C)c1nc(-c2ccc(C(F)(F)F)cc2)sc1C(C)CO. As a reaction SMILES: [BH4-:23].[CH3:25][CH2:26][OH:27].[CH:1]([CH3:2])([CH3:3])[c:4]1[n:5][c:6](-[c:13]2[cH:14][cH:15][c:16]([C:19]([F:20])([F:21])[F:22])[cH:17][cH:18]2)[s:7][c:8]1[CH:9]([CH:10]=[O:11])[CH3:12].[Na+:24]>>[CH:1]([CH3:2])([CH3:3])[c:4]1[n:5][c:6](-[c:13]2[cH:14][cH:15][c:16]([C:19]([F:20])([F:21])[F:22])[cH:17][cH:18]2)[s:7][c:8]1[CH:9]([CH2:10][OH:11])[CH3:12]. Run in C(Cl)Cl (methylene chloride). Conditions: temperature 0 celsius, time 1 hour. Reported procedure: The alcohol, (1-hydroxy-indan-2-yl)-carbamic acid methyl ester (1S-trans) prepared from L-phenylalanine (18.7 g, 0.09 mol) (J. Org. Chem. 1983, 48, 2675-2679) is suspended in methylene chloride and cooled to 0° C. Pyridine (10.7 g, 0.135 mol) is added followed by acetyl chloride (10.5 g, 0.135 mol). The mixture is stirred for 1 h. and then washed with sodium bicarbonate, 1N HCl and saturated sodium chloride. The organic layer is dried over Na2SO4, filtered and evaporated under reduced pressure t... Product: COC(NC1C(C2=CC=CC=C2C1)OC(C)=O)=O ((1-acetyloxy-indan-2-yl)-carbamic acid methyl ester). As a reaction SMILES: [CH3:1][O:2][C:3](=[O:15])[NH:4][CH:5]1[CH2:13][C:12]2[C:7](=[CH:8][CH:9]=[CH:10][CH:11]=2)[CH:6]1[OH:14].N[C@H:17]([C:25](O)=[O:26])CC1C=CC=CC=1.N1C=CC=CC=1.C(Cl)(=O)C>C(Cl)Cl>[CH3:1][O:2][C:3](=[O:15])[NH:4][CH:5]1[CH2:13][C:12]2[C:7](=[CH:8][CH:9]=[CH:10][CH:11]=2)[CH:6]1[O:14][C:25](=[O:26])[CH3:17]. Reactants: alcohol, COC(NC1C(C2=CC=CC=C2C1)O)=O ((1-hydroxy-indan-2-yl)-carbamic acid methyl ester), N[C@@H](CC1=CC=CC=C1)C(=O)O (L-phenylalanine), N1=CC=CC=C1 (Pyridine), C(C)(=O)Cl (acetyl chloride). Reactants: ClC1=NC=2C=CC=CC2C2=C1N=C(N2CCO)C (2-(4-chloro-2-methyl-1H-imidazo[4,5-c]quinolin-1-yl)ethanol), [OH-].[Na+] (sodium hydroxide), ice water, C(C=CC1=CC=CC=C1)Br (cinnamyl bromide). Reagents/catalysts: [Cl-].C(C1=CC=CC=C1)[N+](C)(C)C (benzyltrimethylammonium chloride). The solvent is ClCCl (dichloromethane). Reaction conditions: time 45 minute. Product: ClC1=NC=2C=CC=CC2C2=C1N=C(N2CCOC\C=C\C2=CC=CC=C2)C (4-chloro-2-methyl-1-(2-{[(2E)-3-phenylprop-2-enyl]oxy}ethyl)-1H-imidazo[4,5-c]quinoline). The yield is 75.0%. As a reaction SMILES: [Cl:1][C:2]1[C:11]2[N:12]=[C:13]([CH3:18])[N:14]([CH2:15][CH2:16][OH:17])[C:10]=2[C:9]2[CH:8]=[CH:7][CH:6]=[CH:5][C:4]=2[N:3]=1.[OH-].[Na+].[CH2:21](Br)[CH:22]=[CH:23][C:24]1[CH:29]=[CH:28][CH:27]=[CH:26][CH:25]=1>[Cl-].C([N+](C)(C)C)C1C=CC=CC=1.ClCCl>[Cl:1][C:2]1[C:11]2[N:12]=[C:13]([CH3:18])[N:14]([CH2:15][CH2:16][O:17][CH2:21]/[CH:22]=[CH:23]/[C:24]3[CH:29]=[CH:28][CH:27]=[CH:26][CH:25]=3)[C:10]=2[C:9]2[CH:8]=[CH:7][CH:6]=[CH:5][C:4]=2[N:3]=1 |f:1.2,4.5|. Procedure details: A round bottom flask was charge with a stir bar, 2-(4-chloro-2-methyl-1H-imidazo[4,5-c]quinolin-1-yl)ethanol (3.9 g, 14.9 mmol), dichloromethane (125 mL), aqueous sodium hydroxide (50%, 125 mL), benzyltrimethylammonium chloride (0.55 g, 0.003 mmol) and stirred vigorously at ambient temperature. To this mixture was added cinnamyl bromide (8.8 g, 44.71 mmol) as a solid. After 45 minutes the solution was clear and the reaction was judged complete. The solution was poured into ice water (200 mL), th... Starting materials: CN(C)c1cccc(COCCOCCCCCCN(CC(O)c2ccc3c(c2)COC(C)(C)O3)C(=O)OCc2ccccc2)c1, CI, CN(C)C=O. The product is CC1(C)OCc2cc(C(O)CN(CCCCCCOCCOCc3cccc([N+](C)(C)C)c3)C(=O)OCc3ccccc3)ccc2O1, [I-]. As a reaction SMILES: [CH3:1][N:2]([c:3]1[cH:4][c:5]([CH2:6][O:7][CH2:8][CH2:9][O:10][CH2:11][CH2:12][CH2:13][CH2:14][CH2:15][CH2:16][N:17]([C:18]([O:19][CH2:20][c:21]2[cH:22][cH:23][cH:24][cH:25][cH:26]2)=[O:27])[CH2:28][CH:29]([OH:30])[c:31]2[cH:32][c:33]3[c:34]([cH:41][cH:42]2)[O:35][C:36]([CH3:39])([CH3:40])[O:37][CH2:38]3)[cH:43][cH:44][cH:45]1)[CH3:46].[I:47][CH3:48].[O:49]=[CH:50][N:51]([CH3:52])[CH3:53]>>[CH3:1][N+:2]([c:3]1[cH:4][c:5]([CH2:6][O:7][CH2:8][CH2:9][O:10][CH2:11][CH2:12][CH2:13][CH2:14][CH2:15][CH2:16][N:17]([C:18]([O:19][CH2:20][c:21]2[cH:22][cH:23][cH:24][cH:25][cH:26]2)=[O:27])[CH2:28][CH:29]([OH:30])[c:31]2[cH:32][c:33]3[c:34]([cH:41][cH:42]2)[O:35][C:36]([CH3:39])([CH3:40])[O:37][CH2:38]3)[cH:43][cH:44][cH:45]1)([CH3:46])[CH3:48].[I-:47]. Starting materials: [OH-].[Na+] (sodium hydroxide), N(O)=C(C(=O)OCC)C#N (ethyl oximinocyanoacetate), formylamino, Cl.CSC=1NCC(N1)(C)C (2-methylthio-4,4-dimethyl-2-imidazoline hydrochloride), CC(CN)C (2-methylpropylamine), ClC1=CC=C(CN)C=C1 (p-chlorobenzylamine), nitroso, S(=O)(=O)([O-])S(=O)(=O)[O-].[Na+].[Na+] (sodium dithionate). Run in C(=O)O (formic acid). The product is NC=1N(C=2N(C(C1N=O)=O)CC(N2)(C)C)CC(C)C.CC(CN2C=1N(C(C=3N=CNC23)=O)CC(N1)(C)C)C (6,7-DIHYDRO-4-(2-METHYLPROPYL)-6,6-DIMETHYL-3H-IMIDAZO[1,2-a]PURIN-9(4H)-ONE 7-Amino-2,3-dihydro-2,2-dimethyl-8-(2-methylpropyl)-6-nitrosoimidazo[1,2-a]pyrimidin-5(8H)-one). RXN SMILES: Cl.CS[C:4]1[NH:5][CH2:6][C:7]([CH3:10])([CH3:9])[N:8]=1.[CH3:11][CH:12]([CH3:15])[CH2:13][NH2:14].ClC1C=[CH:23][C:20]([CH2:21][NH2:22])=[CH:19]C=1.[N:25](=[C:27]([C:33]#[N:34])[C:28]([O:30]CC)=[O:29])[OH:26].S(S([O-])(=O)=O)([O-])(=O)=O.[Na+].[Na+].[OH-].[Na+]>C(O)=O>[NH2:34][C:33]1[N:14]([CH2:13][CH:12]([CH3:15])[CH3:11])[C:4]2[N:5]([CH2:6][C:7]([CH3:10])([CH3:9])[N:8]=2)[C:28](=[O:29])[C:27]=1[N:25]=[O:26].[CH3:23][CH:20]([CH3:19])[CH2:21][N:22]1[C:33]2[NH:34][CH:11]=[N:25][C:27]=2[C:28](=[O:30])[N:5]2[CH2:6][C:7]([CH3:10])([CH3:9])[N:8]=[C:4]12 |f:0.1,5.6.7,8.9,11.12|. Reported procedure: 6,7-DIHYDRO-4-(2-METHYLPROPYL)-6,6-DIMETHYL-3H-IMIDAZO[1,2-a]PURIN-9(4H)-ONE 7-Amino-2,3-dihydro-2,2-dimethyl-8-(2-methylpropyl)-6-nitrosoimidazo[1,2-a]pyrimidin-5(8H)-one was prepared by reaction of the 2-methylthio-4,4-dimethyl-2-imidazoline hydrochloride with 2-methylpropylamine according to the method of Procedure 103 by substitution of the latter for p-chlorobenzylamine. The reaction product from this step was then condensed with ethyl oximinocyanoacetate as described in Procedure 103. The ... Starting materials: [C@@H]1([C@H](CCCC1)C(=O)O)C(=O)O (cis-cyclohexane-1,2-dicarboxylic acid), N1CCC2(CC1)CSC1=C(O2)C2=CC=CC=C2C(C1=O)=O (spiro[naphtho[1,2-b][1,4]oxathiine-2,4′-piperidine]-5,6-dione). The solvent is C(C)#N (acetonitrile), C(C)#N (acetonitrile). Run at temperature 80 celsius, time 8 hour. Product: C(=O)(O)[C@@H]1[C@@H](CCCC1)C(=O)[O-].[NH2+]1CCC2(CC1)CSC1=C(O2)C2=CC=CC=C2C(C1=O)=O (spiro[naphtho[1,2-b][1,4]oxathiine-2,4′-piperidinium]-5,6-dione cis-2-carboxycyclohexanecarboxylate). Yield: 60.0%. Reaction SMILES: [NH:1]1[CH2:6][CH2:5][C:4]2([O:11][C:10]3[C:12]4[C:17]([C:18](=[O:21])[C:19](=[O:20])[C:9]=3[S:8][CH2:7]2)=[CH:16][CH:15]=[CH:14][CH:13]=4)[CH2:3][CH2:2]1.[C@@H:22]1([C:31]([OH:33])=[O:32])[CH2:27][CH2:26][CH2:25][CH2:24][C@@H:23]1[C:28]([OH:30])=[O:29]>C(#N)C>[C:31]([C@H:22]1[CH2:27][CH2:26][CH2:25][CH2:24][C@H:23]1[C:28]([O-:30])=[O:29])([OH:33])=[O:32].[NH2+:1]1[CH2:2][CH2:3][C:4]2([O:11][C:10]3[C:12]4[C:17]([C:18](=[O:21])[C:19](=[O:20])[C:9]=3[S:8][CH2:7]2)=[CH:16][CH:15]=[CH:14][CH:13]=4)[CH2:5][CH2:6]1 |f:3.4|. Procedure: To a mixture of spiro[naphtho[1,2-b][1,4]oxathiine-2,4′-piperidine]-5,6-dione (0.5 g, 1.66 mmol) and acetonitrile (20 ml) which had been preheated to 80° C. was added a preheated (80° C.). solution of cis-cyclohexane-1,2-dicarboxylic acid (0.286 ml, 1.66 mmol) in acetonitrile (20 ml). The reaction mixture was stirred overnight at 80° C. The resulting purple precipitate was filtered, washed with acetonitrile, and dried under reduced pressure to afford the product as a purple solid (0.472 g, 60%)....